From a dataset of the Open Reaction Database (ORD), a public repository of structured organic reaction records. describe an organic reaction: reactants, conditions, products, and yield Isolated yield 51.4%. Starting materials: C(C)(C)(C)N=C(C=1SC=CC1)NC([O-])=O (tert-butylimino(thiophen-2-yl)methylcarbamate), C(C#C)(=O)OCC (ethyl propiolate), C(=O)([O-])[O-].[K+].[K+] (K2CO3). Run at temperature 80 celsius, time 8 hour. Product: S1C(=CC=C1)C1=NC=CC(=N1)O (2-(thiophen-2-yl)pyrimidin-4-ol). As a reaction SMILES: [C:1]([N:5]=[C:6]([NH:12][C:13](=[O:15])[O-])[C:7]1[S:8][CH:9]=[CH:10][CH:11]=1)(C)(C)[CH3:2].C(OCC)(=O)C#C.C([O-])([O-])=O.[K+].[K+]>CCO>[S:8]1[CH:9]=[CH:10][CH:11]=[C:7]1[C:6]1[N:12]=[C:13]([OH:15])[CH:2]=[CH:1][N:5]=1 |f:2.3.4|. Solvent: CCO (EtOH). Procedure: A mixture of tert-butylimino(thiophen-2-yl)methylcarbamate (2 g, 12 mmol, 1.0 eq), ethyl propiolate (1.4 g, 13 mmol, 1.1 eq.) and K2CO3 (1.7 g, 12 mmol, 1.0 eq) in EtOH (60 mL) was stirred at 80° C. overnight. The solid was collected and washed with ether to provide 2-(thiophen-2-yl)pyrimidin-4-ol (1.1 g, 53%) for the next step. LC-MS (m/z)=179 [M+H]+ The reactants are CC(C)(C)OC(=O)N1CC(OS(C)(=O)=O)C1, CN1CCN(Cc2ccc(O)cc2F)CC1, [H-], [Na+], [Na+], CN(C)C=O, [OH-], O. The product is CN1CCN(Cc2ccc(OC3CN(C(=O)OC(C)(C)C)C3)cc2F)CC1. Reaction SMILES: [CH3:19][S:20]([O:21][CH:24]1[CH2:25][N:26]([C:28](=[O:29])[O:30][C:31]([CH3:32])([CH3:33])[CH3:34])[CH2:27]1)(=[O:22])=[O:23].[F:3][c:4]1[cH:5][c:6]([OH:18])[cH:7][cH:8][c:9]1[CH2:10][N:11]1[CH2:12][CH2:13][N:14]([CH3:17])[CH2:15][CH2:16]1.[H-:2].[Na+:1].[Na+:36].[O:37]=[CH:38][N:39]([CH3:40])[CH3:41].[OH-:35].[OH2:42]>>[F:3][c:4]1[cH:5][c:6]([O:18][CH:24]2[CH2:25][N:26]([C:28](=[O:29])[O:30][C:31]([CH3:32])([CH3:33])[CH3:34])[CH2:27]2)[cH:7][cH:8][c:9]1[CH2:10][N:11]1[CH2:12][CH2:13][N:14]([CH3:17])[CH2:15][CH2:16]1. Reactants: Clc1cccc(Br)c1, C1CCOC1, CC1(C)CCCC(C)(C)N1, [Li]CCCC, CC(C)(C)OC(=O)N=NC(=O)OC(C)(C)C, O. Yields the product CC(C)(C)OC(=O)NN(C(=O)OC(C)(C)C)c1c(Cl)cccc1Br. RXN SMILES: [Br:16][c:17]1[cH:18][c:19]([Cl:23])[cH:20][cH:21][cH:22]1.[CH2:40]1[O:41][CH2:42][CH2:43][CH2:44]1.[CH3:6][C:7]1([CH3:8])[CH2:9][CH2:10][CH2:11][C:12]([CH3:13])([CH3:14])[NH:15]1.[Li:1][CH2:2][CH2:3][CH2:4][CH3:5].[N:24](=[N:25][C:26](=[O:27])[O:28][C:29]([CH3:30])([CH3:31])[CH3:32])[C:33](=[O:34])[O:35][C:36]([CH3:37])([CH3:38])[CH3:39].[OH2:45]>>[Br:16][c:17]1[c:18]([N:24]([NH:25][C:26](=[O:27])[O:28][C:29]([CH3:30])([CH3:31])[CH3:32])[C:33](=[O:34])[O:35][C:36]([CH3:37])([CH3:38])[CH3:39])[c:19]([Cl:23])[cH:20][cH:21][cH:22]1. Starting materials: O (water), Cl.C1(CCCC1)CCC1CC(C(CC1)(O)C1=CC(=CC=C1)OC)CN(C)C ((1RS,2RS,4SR)-4-(cyclopentyl-ethyl)-2-dimethylaminomethyl-1-(3-methoxyphenyl)-cyclohexanol hydrochloride), CC(C)(C)[O-].[K+] (potassium tert-butylate), O1CCOC12CCC(CC2)=O (1.4-dioxa-spiro[4.5]decan-8-one). The solvent is C1(=CC=CC=C1)C (toluene). Reaction conditions: temperature 80 celsius, time 1 hour. Yields the product C1(CCCC1)CC=C1CCC2(OCCO2)CC1 (8-(2-cyclopentyl-ethylidene)-1,4-dioxa-spiro[4.5]decane). The yield is 245.4%. As a reaction SMILES: Cl.[CH:2]1([CH2:7][CH2:8][CH:9]2[CH2:14][CH2:13][C:12](C3C=CC=C(OC)C=3)([OH:15])[CH:11](CN(C)C)[CH2:10]2)[CH2:6][CH2:5][CH2:4][CH2:3]1.[CH3:28][C:29]([O-:32])(C)C.[K+].O1C2(CCC(=O)CC2)OCC1.O>C1(C)C=CC=CC=1>[CH:2]1([CH2:7][CH:8]=[C:9]2[CH2:10][CH2:11][C:12]3([O:15][CH2:28][CH2:29][O:32]3)[CH2:13][CH2:14]2)[CH2:3][CH2:4][CH2:5][CH2:6]1 |f:0.1,2.3|. Reported procedure: The reaction was conducted in a nitrogen atmosphere with the exclusion of moisture. 21.9 g (50 mmole) of compound (52) were added to 5.6 g (50 mmole) potassium tert-butylate in 400 ml toluene. The mixture was stirred for 30 minutes at room temperature and for 1 hour at 80° C., and was subsequently cooled to 60° C. 7.8 g (50 mmole) 1.4-dioxa-spiro[4.5]decan-8-one were added. The mixture was then stirred for 18 hours at 60° C. and cooled. 100 ml water were added drop-wise. The organic phase was se... Starting materials: C(C1=CC=CC=C1)OC1=C(OCC(=O)OCC)C=CC(=C1)OCC1=CC=CC=C1 (ethyl (2,4-dibenzyloxyphenoxy)acetate), N (ammonia), CO (methanol). The solvent is O (water). Run at time 18 hour. The product is C(C1=CC=CC=C1)OC1=C(OCC(=O)N)C=CC(=C1)OCC1=CC=CC=C1 (2-(2,4-dibenzyloxyphenoxy)acetamide). Reaction SMILES: [CH2:1]([O:8][C:9]1[CH:21]=[C:20]([O:22][CH2:23][C:24]2[CH:29]=[CH:28][CH:27]=[CH:26][CH:25]=2)[CH:19]=[CH:18][C:10]=1[O:11][CH2:12][C:13](OCC)=[O:14])[C:2]1[CH:7]=[CH:6][CH:5]=[CH:4][CH:3]=1.[NH3:30].CO>O>[CH2:1]([O:8][C:9]1[CH:21]=[C:20]([O:22][CH2:23][C:24]2[CH:29]=[CH:28][CH:27]=[CH:26][CH:25]=2)[CH:19]=[CH:18][C:10]=1[O:11][CH2:12][C:13]([NH2:30])=[O:14])[C:2]1[CH:7]=[CH:6][CH:5]=[CH:4][CH:3]=1. Procedure: A mixture of ethyl (2,4-dibenzyloxyphenoxy)acetate (2 g), concentrated ammonia (25 mL) and methanol (50 mL) is stirred at room temperature for 18 hours. The reaction mixture is diluted with water (50 mL) then evaporated to low bulk and filtered. The solid is washed with water and dried to give 2-(2,4-dibenzyloxyphenoxy)acetamide (1.1 g) as a white powder, m.p. 120° C. [Elemental analysis:- C,73.1; H,5.78; N,3.79%. Calculated:- C,72.7; H,5.83; N,3.85%]. The reactants are CC12OC(CC(CC1)C2(C)C)O (1,8,8-trimethyl-2-oxa bicyclo [3,2,1] octan-3-ol), [Br-].C1(=CC=CC=C1)[P+](CCC)(C1=CC=CC=C1)C1=CC=CC=C1 (triphenyl propyl phosphonium bromide). Product: C[C@@]1(C([C@@H](CC1)CC=CCC)(C)C)O ((1R,S) 1,2,2-trimethyl-3-(2-pentenyl)-cyclopentanol). The yield is 69.4%. Reaction SMILES: [CH3:1][C:2]12[C:9]([CH3:11])([CH3:10])[CH:6]([CH2:7][CH2:8]1)[CH2:5][CH:4](O)[O:3]2.[Br-].[C:14]1([P+](C2C=CC=CC=2)(C2C=CC=CC=2)CCC)[CH:19]=CC=C[CH:15]=1>>[CH3:1][C@@:2]1([OH:3])[CH2:8][CH2:7][C@@H:6]([CH2:5][CH:4]=[CH:15][CH2:14][CH3:19])[C:9]1([CH3:11])[CH3:10] |f:1.2|. Procedure: Using the procedure of Example 7, 5 g of 1,8,8-trimethyl-2-oxa bicyclo [3,2,1] octan-3-ol and 15 g of triphenyl propyl phosphonium bromide were reacted and the product was chromatographed over silica gel and was eluted with an 8-2 cyclohexane-ethyl acetate mixture to obtain 4 g of (1R,S) 1,2,2-trimethyl-3-(2-pentenyl)-cyclopentanol. Starting materials: BrC1=C(C=C(C(=O)OC)C=C1)CBr (methyl 4-bromo-3-(bromomethyl)benzoate), COCC1=C(C=CC(=C1)C(=O)O)C1=C(C=CC=C1)C (2-(methoxymethyl)-2′-methyl biphenyl-4-carboxylic acid), C1CCOC1 (THF), C[S-].[Na+] (sodium thiomethoxide). The solvent is CC#N (CH3CN). Product: BrC1=C(C=C(C(=O)OC)C=C1)CSC (methyl 4-bromo-3-[(methylthio)methyl]benzoate). The yield is 94.0%. Reaction SMILES: [Br:1][C:2]1[CH:11]=[CH:10][C:5]([C:6]([O:8][CH3:9])=[O:7])=[CH:4][C:3]=1[CH2:12]Br.COCC1C=C(C(O)=O)C=CC=1C1C=CC=CC=1C.C1COCC1.[CH3:38][S-:39].[Na+]>CC#N>[Br:1][C:2]1[CH:11]=[CH:10][C:5]([C:6]([O:8][CH3:9])=[O:7])=[CH:4][C:3]=1[CH2:12][S:39][CH3:38] |f:3.4|. Reported procedure: To a solution of methyl 4-bromo-3-(bromomethyl)benzoate, which preparation is described above, under Intermediate 28, Step 1, (2 g; 6.49 mmol; 1 eq.) in CH3CN (10 mL) and THF (10 mL) was added sodium thiomethoxide (0.50 g; 7.14 mmol; 1.10 eq.) and the mixture was stirred at reflux for 1 hour and at RT overnight. After concentration under vacuum, the mixture was partitioned between EtOAc and water. The organic layer was washed with NaCl sat. solution, dried over magnesium sulfate, filtered off an... Reactants: ClCCCl, CNCc1cn(C)c2ccccc12, Nc1ccc(C=CC(=O)O)cn1, CN(C)C=O, O, On1nnc2ccccc21. Product: CN(Cc1cn(C)c2ccccc12)C(=O)C=Cc1ccc(N)nc1. Reaction SMILES: [CH2:1]([Cl:2])[CH2:3][Cl:4].[CH3:17][n:18]1[cH:19][c:20]([CH2:27][NH:28][CH3:29])[c:21]2[cH:22][cH:23][cH:24][cH:25][c:26]12.[NH2:5][c:6]1[cH:7][cH:8][c:9]([CH:12]=[CH:13][C:14](=[O:15])[OH:16])[cH:10][n:11]1.[O:41]=[CH:42][N:43]([CH3:44])[CH3:45].[OH2:40].[OH:30][n:31]1[c:32]2[c:33]([cH:34][cH:35][cH:36][cH:37]2)[n:38][n:39]1>>[NH2:5][c:6]1[cH:7][cH:8][c:9]([CH:12]=[CH:13][C:14](=[O:16])[N:28]([CH2:27][c:20]2[cH:19][n:18]([CH3:17])[c:26]3[c:21]2[cH:22][cH:23][cH:24][cH:25]3)[CH3:29])[cH:10][n:11]1.